This data is from the Open Reaction Database (ORD), a public repository of structured organic reaction records. The task is: describe an organic reaction: reactants, conditions, products, and yield The reactants are F[B-](F)(F)F.C(C)OC(=O)C(C#N)=NOC(=[N+](C)C)N(C)C (O-[(ethoxycarbonyl)-cyanomethyleneamino]-N,N,N′,N′-tetramethyluronium tetrafluoroborate), Cl.NC1=NN=C2N1N=C(C=C2C)C(=O)O (3-Amino-8-methyl-[1,2,4]triazolo[4,3-b]pyridazine-6-carboxylic acid hydrochloride), C(C)NCC (diethylamine). Run in CN(C)C=O (DMF), CN(C)C=O (DMF). Run at time 2 hour. Product: C(C)NC(=O)C=1C=C(C=2N(N1)C(=NN2)N)C (N-Ethyl-3-amino-8-methyl-[1,2,4]triazolo[4,3-b]pyridazine-6-carboxamide). Yield: 38.9%. As a reaction SMILES: Cl.[NH2:2][C:3]1[N:7]2[N:8]=[C:9]([C:13]([OH:15])=O)[CH:10]=[C:11]([CH3:12])[C:6]2=[N:5][N:4]=1.F[B-](F)(F)F.C(OC([C:26](=NOC(N(C)C)=[N+](C)C)[C:27]#[N:28])=O)C.C(NCC)C>CN(C=O)C>[CH2:27]([NH:28][C:13]([C:9]1[CH:10]=[C:11]([CH3:12])[C:6]2[N:7]([C:3]([NH2:2])=[N:4][N:5]=2)[N:8]=1)=[O:15])[CH3:26] |f:0.1,2.3|. Procedure: 3-Amino-8-methyl-[1,2,4]triazolo[4,3-b]pyridazine-6-carboxylic acid hydrochloride (W1.141; 300 mg) was dissolved in DMF (6 ml) and admixed with O-[(ethoxycarbonyl)-cyanomethyleneamino]-N,N,N′,N′-tetramethyluronium tetrafluoroborate (TOTU; 429 mg) and diethylamine (573 mg). After 2 h, the DMF was drawn off and the residue was purified using silica gel (24 g cartridge, dichloromethane/methanol gradient of 0-20% in 60 min). The product was taken up with water and freeze-dried. In order to remove re...